Dataset: the Open Reaction Database (ORD), a public repository of structured organic reaction records. Task: describe an organic reaction: reactants, conditions, products, and yield Starting materials: C[O-].[Na+] (Sodium methoxide), O1CCCC1 (tetrahydrofuran), C1(CCC1)CN(C1=NC2=CC=CC=C2C=C1CNC1=NOC(=C1)C)CC (cyclobutylmethyl-ethyl-{3-[(5-methyl-isoxazol-3-ylamino)-methyl]-quinolin-2-yl}-amine), FC(C=1C=C(CBr)C=C(C1)C(F)(F)F)(F)F (3,5-bis-trifluoromethybenzyl bromide). Run in O (water), C(C)(=O)OCC (Ethyl acetate). Run at time 8 hour. Product: FC(C=1C=C(CN(C2=NOC(=C2)C)CC=2C(=NC3=CC=CC=C3C2)N(CC)CC2CCC2)C=C(C1)C(F)(F)F)(F)F ((3-{[3,5-bis-trifluoromethyl-benzyl-(5-methyl-isoxazol-3-yl)-amino]-methyl}-quinolin-2-yl)-cyclobutylmethyl-ethyl-amine). The yield is 19.5%. RXN SMILES: C[O-].[Na+].O1CCCC1.[CH:9]1([CH2:13][N:14]([CH2:33][CH3:34])[C:15]2[C:24]([CH2:25][NH:26][C:27]3[CH:31]=[C:30]([CH3:32])[O:29][N:28]=3)=[CH:23][C:22]3[C:17](=[CH:18][CH:19]=[CH:20][CH:21]=3)[N:16]=2)[CH2:12][CH2:11][CH2:10]1.[F:35][C:36]([F:50])([F:49])[C:37]1[CH:38]=[C:39]([CH:42]=[C:43]([C:45]([F:48])([F:47])[F:46])[CH:44]=1)[CH2:40]Br>O.C(OCC)(=O)C>[F:35][C:36]([F:49])([F:50])[C:37]1[CH:38]=[C:39]([CH:42]=[C:43]([C:45]([F:48])([F:46])[F:47])[CH:44]=1)[CH2:40][N:26]([CH2:25][C:24]1[C:15]([N:14]([CH2:13][CH:9]2[CH2:12][CH2:11][CH2:10]2)[CH2:33][CH3:34])=[N:16][C:17]2[C:22]([CH:23]=1)=[CH:21][CH:20]=[CH:19][CH:18]=2)[C:27]1[CH:31]=[C:30]([CH3:32])[O:29][N:28]=1 |f:0.1|. Procedure details: Sodium methoxide (0.108 g, 2.0 mmol) was added to an anhydrous tetrahydrofuran (6 mL) solution of cyclobutylmethyl-ethyl-{3-[(5-methyl-isoxazol-3-ylamino)-methyl]-quinolin-2-yl}-amine (0.14 g, 0.4 mmol), with stirring, at ambient temperature. After this mixture was stirred for 15 minutes, 3,5-bis-trifluoromethybenzyl bromide (0.08 mL, 0.4 mmol) was added slowly, and stirring was continued overnight. Ethyl acetate (30 mL) and water (30 mL) were added, and the layers were separated. The aqueous la... The reactants are [OH-].[Na+] (NaOH), 9, B12CCCC(CCC1)C2 (borabicyclo[3.3.1]nonane), C(C)(C)(C)C=1C=C(C=CC1N(CC)CC)C=1C=C(C=CC1C=C)C1=CC=C(C=C1)C(=O)OCC (ethyl 3″-tert-butyl-4″-diethylamino-4′-vinyl[1,1′;3′,1″]terphenyl-4-carboxylate), OO (H2O2), ice water. Yields the product C(C)(C)(C)C=1C=C(C=CC1N(CC)CC)C=1C=C(C=CC1CCCO)C1=CC=C(C=C1)C(=O)OCC (ethyl 3″-tert-butyl-4″-diethylamino-4′-(3-hydroxypropyl)-[1,1′;3′,1″]terphenyl-4-carboxylate). Yield: 77.2%. Procedure details: 8 g of ethyl 3″-tert-butyl-4″-diethylamino-4′-vinyl[1,1′;3′,1″]terphenyl-4-carboxylate (17 mmol) are dissolved in 400 mL of THF with stirring and, under cold conditions (ice bath), 6.2 g of 9 borabicyclo[3.3.1]nonane (51 mmol) are added and the ice bath is removed to raise the temperature of the reaction medium to room temperature, at which point the reaction medium is stirred for 1 hour 30 minutes. The temperature of the reaction medium is again reduced to 0° C., 52.8 mL of NaOH (53 mmol) are a... Reaction SMILES: [C:1]([C:5]1[CH:6]=[C:7]([C:16]2[CH:17]=[C:18]([C:24]3[CH:29]=[CH:28][C:27]([C:30]([O:32][CH2:33][CH3:34])=[O:31])=[CH:26][CH:25]=3)[CH:19]=[CH:20][C:21]=2[CH:22]=[CH2:23])[CH:8]=[CH:9][C:10]=1[N:11]([CH2:14][CH3:15])[CH2:12][CH3:13])([CH3:4])([CH3:3])[CH3:2].B12CC(CCC1)CC[CH2:36]2.[OH-:44].[Na+].OO>C1COCC1>[C:1]([C:5]1[CH:6]=[C:7]([C:16]2[CH:17]=[C:18]([C:24]3[CH:29]=[CH:28][C:27]([C:30]([O:32][CH2:33][CH3:34])=[O:31])=[CH:26][CH:25]=3)[CH:19]=[CH:20][C:21]=2[CH2:22][CH2:23][CH2:36][OH:44])[CH:8]=[CH:9][C:10]=1[N:11]([CH2:14][CH3:15])[CH2:12][CH3:13])([CH3:3])([CH3:4])[CH3:2] |f:2.3|. The solvent is C1CCOC1 (THF). Reaction conditions: time 30 minute. The reactants are C[Al](C)C, COC(=O)c1cc(OCc2c(-c3ccccc3)noc2C)no1, CC(C)N, C1COCCO1. Product: Cc1onc(-c2ccccc2)c1COc1cc(C(=O)NC(C)C)on1. As a reaction SMILES: [CH3:1][Al:2]([CH3:3])[CH3:4].[CH3:9][O:10][C:11](=[O:12])[c:13]1[cH:14][c:15]([O:18][CH2:19][c:20]2[c:21](-[c:26]3[cH:27][cH:28][cH:29][cH:30][cH:31]3)[n:22][o:23][c:24]2[CH3:25])[n:16][o:17]1.[CH:5]([CH3:6])([CH3:7])[NH2:8].[O:32]1[CH2:33][CH2:34][O:35][CH2:36][CH2:37]1>>[CH:5]([CH3:6])([CH3:7])[NH:8][C:11](=[O:10])[c:13]1[cH:14][c:15]([O:18][CH2:19][c:20]2[c:21](-[c:26]3[cH:27][cH:28][cH:29][cH:30][cH:31]3)[n:22][o:23][c:24]2[CH3:25])[n:16][o:17]1.